Dataset: the Open Reaction Database (ORD), a public repository of structured organic reaction records. Task: describe an organic reaction: reactants, conditions, products, and yield Reactants: O=C([O-])[O-], CC1(C)OB(c2cn[nH]c2)OC1(C)C, [Cs+], [Cs+], CC(C)(C)OC(=O)N1CCC(c2n[nH]c3c(C(N)=O)cc(Br)cc23)CC1, C1COCCO1, O, c1ccc(P(c2ccccc2)(c2ccccc2)[Pd](P(c2ccccc2)(c2ccccc2)c2ccccc2)(P(c2ccccc2)(c2ccccc2)c2ccccc2)P(c2ccccc2)(c2ccccc2)c2ccccc2)cc1. Product: CC(C)(C)OC(=O)N1CCC(c2n[nH]c3c(C(N)=O)cc(-c4cn[nH]c4)cc23)CC1. RXN SMILES: [C:41](=[O:42])([O-:43])[O-:44].[CH3:27][C:28]1([CH3:29])[C:30]([CH3:31])([CH3:32])[O:33][B:34]([c:35]2[cH:36][n:37][nH:38][cH:39]2)[O:40]1.[Cs+:45].[Cs+:46].[NH2:1][C:2](=[O:3])[c:4]1[cH:5][c:6]([Br:26])[cH:7][c:8]2[c:9]([CH:13]3[CH2:14][CH2:15][N:16]([C:19](=[O:20])[O:21][C:22]([CH3:23])([CH3:24])[CH3:25])[CH2:17][CH2:18]3)[n:10][nH:11][c:12]12.[O:48]1[CH2:49][CH2:50][O:51][CH2:52][CH2:53]1.[OH2:47].[cH:54]1[cH:55][cH:56][c:57]([P:58]([Pd:59]([P:60]([c:61]2[cH:62][cH:63][cH:64][cH:65][cH:66]2)([c:67]2[cH:68][cH:69][cH:70][cH:71][cH:72]2)[c:73]2[cH:74][cH:75][cH:76][cH:77][cH:78]2)([P:79]([c:80]2[cH:81][cH:82][cH:83][cH:84][cH:85]2)([c:86]2[cH:87][cH:88][cH:89][cH:90][cH:91]2)[c:92]2[cH:93][cH:94][cH:95][cH:96][cH:97]2)[P:98]([c:99]2[cH:100][cH:101][cH:102][cH:103][cH:104]2)([c:105]2[cH:106][cH:107][cH:108][cH:109][cH:110]2)[c:111]2[cH:112][cH:113][cH:114][cH:115][cH:116]2)([c:117]2[cH:118][cH:119][cH:120][cH:121][cH:122]2)[c:123]2[cH:124][cH:125][cH:126][cH:127][cH:128]2)[cH:129][cH:130]1>>[NH2:1][C:2](=[O:3])[c:4]1[cH:5][c:6](-[c:35]2[cH:36][n:37][nH:38][cH:39]2)[cH:7][c:8]2[c:9]([CH:13]3[CH2:14][CH2:15][N:16]([C:19](=[O:20])[O:21][C:22]([CH3:23])([CH3:24])[CH3:25])[CH2:17][CH2:18]3)[n:10][nH:11][c:12]12. Starting materials: BrC1=CC2=C(OC3=C2C=CC=C3)C(=C1N)Br (2,4-dibromodibenzofuran-3-amine), C(C1=CC=CC=C1)=O (benzaldehyde), P(=O)([O-])([O-])[O-].[K+].[K+].[K+] (potassium phosphate), C1(CCCCC1)P(C1=C(C=CC=C1)C1=C(C=CC=C1OC)OC)C1CCCCC1 (2-dicyclohexylphosphino-2′,6′-dimethoxybiphenyl). Solvent: C(C)(=O)OCC (ethyl acetate), O (water), C1(=CC=CC=C1)C (toluene). The product is CC(=CC1=CC2=C(OC3=C2C=CC=C3)C(=C1N)C=C(C)C)C (2,4-bis(2-methylprop-1-enyl)dibenzo[b,d]furan-3-amine). The yield is 511.9%. As a reaction SMILES: Br[C:2]1[C:14]([NH2:15])=[C:13](Br)[C:5]2[O:6][C:7]3[CH:12]=[CH:11][CH:10]=[CH:9][C:8]=3[C:4]=2[CH:3]=1.[CH:17](=O)[C:18]1[CH:23]=CC=C[CH:19]=1.P([O-])([O-])([O-])=O.[K+].[K+].[K+].C1(P(C2CCCCC2)[C:40]2C=CC=[CH:42][C:41]=2[C:46]2C(OC)=CC=CC=2OC)CCCCC1>C(OCC)(=O)C.O.C1(C)C=CC=CC=1>[CH3:23][C:18]([CH3:17])=[CH:19][C:2]1[C:14]([NH2:15])=[C:13]([CH:40]=[C:41]([CH3:46])[CH3:42])[C:5]2[O:6][C:7]3[CH:12]=[CH:11][CH:10]=[CH:9][C:8]=3[C:4]=2[CH:3]=1 |f:2.3.4.5|. Procedure: To a degassed toluene (40 mL), 2,4-dibromodibenzofuran-3-amine (1.5 g, 4.4 mmol), benzaldehyde (0.47 g, 4.4 mmol) 4,4,5,5-tetramethyl-2-(2-methylprop-1-enyl)-1,3,2-dioxaborolane (3.2 g, 17.6 mmol), potassium phosphate (6.08 g, 26 mmol), 2-dicyclohexylphosphino-2′,6′-dimethoxybiphenyl (0.28 g, 0.704 mmol), Pd2(bda)3 (0.161 g, 0176 mmol) and water (6 mL) were sequentially added. The solution was refluxed for overnight in an atmosphere of nitrogen and then allowed to cool to room temperature. The r...